This data is from the Open Reaction Database (ORD), a public repository of structured organic reaction records. The task is: describe an organic reaction: reactants, conditions, products, and yield Reactants: CCOC(=O)c1csc(C2CCNCC2)n1, Cc1cc(C(F)(F)F)nn1CC(=O)O, CCN(C(C)C)C(C)C, Cl, F[B-](F)(F)F, CN(C)C=O, CN(C)C(On1nnc2ccccc21)=[N+](C)C. Yields the product CCOC(=O)c1csc(C2CCN(C(=O)Cn3nc(C(F)(F)F)cc3C)CC2)n1. RXN SMILES: [CH2:47]([CH3:48])[O:49][C:50](=[O:51])[c:52]1[n:53][c:54]([CH:57]2[CH2:58][CH2:59][NH:60][CH2:61][CH2:62]2)[s:55][cH:56]1.[CH3:1][c:2]1[cH:3][c:4]([C:11]([F:12])([F:13])[F:14])[n:5][n:6]1[CH2:7][C:8](=[O:9])[OH:10].[CH:15]([N:16]([CH:17]([CH3:18])[CH3:19])[CH2:20][CH3:21])([CH3:22])[CH3:23].[ClH:46].[F:24][B-:25]([F:26])([F:27])[F:28].[O:63]=[CH:64][N:65]([CH3:66])[CH3:67].[n:29]1([O:30][C:31]([N:32]([CH3:33])[CH3:34])=[N+:35]([CH3:36])[CH3:37])[c:38]2[cH:39][cH:40][cH:41][cH:42][c:43]2[n:44][n:45]1>>[CH3:1][c:2]1[cH:3][c:4]([C:11]([F:12])([F:13])[F:14])[n:5][n:6]1[CH2:7][C:8](=[O:10])[N:60]1[CH2:59][CH2:58][CH:57]([c:54]2[n:53][c:52]([C:50]([O:49][CH2:47][CH3:48])=[O:51])[cH:56][s:55]2)[CH2:62][CH2:61]1. Reactants: C=CCC(C(=O)OC(C)(C)C)C(CC(C)C)C(=O)O, CCO. Yields the product CCCC(C(=O)OC(C)(C)C)C(CC(C)C)C(=O)O. As a reaction SMILES: [C:1]([CH3:2])([CH3:3])([CH3:4])[O:5][C:6](=[O:7])[CH:8]([CH2:9][CH:10]=[CH2:11])[CH:12]([C:13](=[O:14])[OH:15])[CH2:16][CH:17]([CH3:18])[CH3:19].[CH3:20][CH2:21][OH:22]>>[C:1]([CH3:2])([CH3:3])([CH3:4])[O:5][C:6](=[O:7])[CH:8]([CH2:9][CH2:10][CH3:11])[CH:12]([C:13](=[O:14])[OH:15])[CH2:16][CH:17]([CH3:18])[CH3:19]. Starting materials: COc1cc(C)c(C(O)c2c(C)cncc2Br)c(OC)c1OC, Cc1ccccc1. The product is COc1cc(C)c(C(=O)c2c(C)cncc2Br)c(OC)c1OC. As a reaction SMILES: [CH3:1][O:2][c:3]1[c:4]([CH:14]([OH:15])[c:16]2[c:17]([Br:23])[cH:18][n:19][cH:20][c:21]2[CH3:22])[c:5]([CH3:13])[cH:6][c:7]([O:11][CH3:12])[c:8]1[O:9][CH3:10].[CH3:24][c:25]1[cH:26][cH:27][cH:28][cH:29][cH:30]1>>[CH3:1][O:2][c:3]1[c:4]([C:14](=[O:15])[c:16]2[c:17]([Br:23])[cH:18][n:19][cH:20][c:21]2[CH3:22])[c:5]([CH3:13])[cH:6][c:7]([O:11][CH3:12])[c:8]1[O:9][CH3:10]. Solvent: O1CCOCC1 (dioxane), C(=O)(O)[O-].[Na+] (NaHCO3). Procedure: The title compound was prepared in a manner similar to EXAMPLE 3 using 2-chloro-5-(4-(methylsulfonyl)benzyl)-5,6,6a,7,9,10-hexahydro-[1,4]oxazino[3,4-h]pteridine (PREPARATION x9, 63.5 mg, 0.161 mmol), 4-(4,4,5,5-tetramethyl-1,3,2-dioxaborolan-2-yl)-2-(trifluoromethyl)-1H-indole (100 mg, 0.321 mmol) and PdCl2(dppf) (5.88 mg, 8.04 mmol) in dioxane (2 mL) and aqueous saturated NaHCO3 (0.4 mL). 1H NMR (400 MHz, DMSO-d6) δ 3.21 (m, 3H), 3.23-3.34 (m, 3H), 3.56-3.66 (m, 2H), 3.88-4.03 (m, 2H), 4.05-4.... The reagents and catalysts are C1=CC=C(C=C1)P([C-]2C=CC=C2)C3=CC=CC=C3.C1=CC=C(C=C1)P([C-]2C=CC=C2)C3=CC=CC=C3.Cl[Pd]Cl.[Fe+2] (PdCl2(dppf)). Reactants: ClC1=NC=2N3C(CN(C2C=N1)CC1=CC=C(C=C1)S(=O)(=O)C)COCC3 (2-chloro-5-(4-(methylsulfonyl)benzyl)-5,6,6a,7,9,10-hexahydro-[1,4]oxazino[3,4-h]pteridine), CC1(OB(OC1(C)C)C1=C2C=C(NC2=CC=C1)C(F)(F)F)C (4-(4,4,5,5-tetramethyl-1,3,2-dioxaborolan-2-yl)-2-(trifluoromethyl)-1H-indole). As a reaction SMILES: Cl[C:2]1[N:11]=[CH:10][C:9]2[N:8]([CH2:12][C:13]3[CH:18]=[CH:17][C:16]([S:19]([CH3:22])(=[O:21])=[O:20])=[CH:15][CH:14]=3)[CH2:7][CH:6]3[CH2:23][O:24][CH2:25][CH2:26][N:5]3[C:4]=2[N:3]=1.CC1(C)C(C)(C)OB([C:35]2[CH:43]=[CH:42][CH:41]=[C:40]3[C:36]=2[CH:37]=[C:38]([C:44]([F:47])([F:46])[F:45])[NH:39]3)O1>O1CCOCC1.C([O-])(O)=O.[Na+].C1C=CC(P(C2C=CC=CC=2)[C-]2C=CC=C2)=CC=1.C1C=CC(P(C2C=CC=CC=2)[C-]2C=CC=C2)=CC=1.Cl[Pd]Cl.[Fe+2]>[CH3:22][S:19]([C:16]1[CH:17]=[CH:18][C:13]([CH2:12][N:8]2[CH2:7][CH:6]3[CH2:23][O:24][CH2:25][CH2:26][N:5]3[C:4]3[N:3]=[C:2]([C:35]4[CH:43]=[CH:42][CH:41]=[C:40]5[C:36]=4[CH:37]=[C:38]([C:44]([F:47])([F:46])[F:45])[NH:39]5)[N:11]=[CH:10][C:9]2=3)=[CH:14][CH:15]=1)(=[O:21])=[O:20] |f:3.4,5.6.7.8|. Yields the product CS(=O)(=O)C1=CC=C(CN2C=3C=NC(=NC3N3C(C2)COCC3)C3=C2C=C(NC2=CC=C3)C(F)(F)F)C=C1 (5-(4-(methylsulfonyl)benzyl)-2-(2-(trifluoromethyl)-1H-indol-4-yl)-5,6,6a,7,9,10-hexahydro-[1,4]oxazino[3,4-h]pteridine). Reactants: NC1=CC=C(C=C1)N1C(N(C=C1)C1=CC=C(C=C1)OC1=CC=CC=C1)=O (1-(4-Aminophenyl)-3-(4-phenoxyphenyl)-1,3-dihydroimidazol-2-one), N1(CCCCC1)CC(=O)O (piperidin-1-ylacetic acid). Yields the product O=C1N(C=CN1C1=CC=C(C=C1)OC1=CC=CC=C1)C1=CC=C(C=C1)NC(CN1CCCCC1)=O (N-{4-[2-Oxo-3-(4-phenoxyphenyl)-2,3-dihydroimidazol-1-yl]phenyl}-2-piperidin-1-ylacetamide). Reaction SMILES: [NH2:1][C:2]1[CH:7]=[CH:6][C:5]([N:8]2[CH:12]=[CH:11][N:10]([C:13]3[CH:18]=[CH:17][C:16]([O:19][C:20]4[CH:25]=[CH:24][CH:23]=[CH:22][CH:21]=4)=[CH:15][CH:14]=3)[C:9]2=[O:26])=[CH:4][CH:3]=1.[N:27]1([CH2:33][C:34](O)=[O:35])[CH2:32][CH2:31][CH2:30][CH2:29][CH2:28]1>>[O:26]=[C:9]1[N:10]([C:13]2[CH:18]=[CH:17][C:16]([O:19][C:20]3[CH:25]=[CH:24][CH:23]=[CH:22][CH:21]=3)=[CH:15][CH:14]=2)[CH:11]=[CH:12][N:8]1[C:5]1[CH:4]=[CH:3][C:2]([NH:1][C:34](=[O:35])[CH2:33][N:27]2[CH2:32][CH2:31][CH2:30][CH2:29][CH2:28]2)=[CH:7][CH:6]=1. Procedure: 1-(4-Aminophenyl)-3-(4-phenoxyphenyl)-1,3-dihydroimidazol-2-one was reacted with piperidin-1-ylacetic acid as described in example 217. The product with the molecular weight of 468.56 (C28H28N4O3); MS (ESI): 469 ([M+H]+) was obtained as hydrotrifluoroacetate in this way.